From a dataset of the Open Reaction Database (ORD), a public repository of structured organic reaction records. describe an organic reaction: reactants, conditions, products, and yield The reactants are FC1=C(C=C(C=C1)CCO)C=1C=NN(C1)C (2-(4-fluoro-3-(1-methyl-1H-pyrazol-4-yl)phenyl)ethanol), C(C=C)(=O)OC(C)(C)C (tert-butyl acrylate). Conditions: time 1 hour. The product is FC1=C(C=C(CCOCCC(=O)OC(C)(C)C)C=C1)C=1C=NN(C1)C (tert-butyl 3-(4-fluoro-3-(1-methyl-1H-pyrazol-4-yl)phenethoxy)propanoate). Reaction SMILES: [F:1][C:2]1[CH:7]=[CH:6][C:5]([CH2:8][CH2:9][OH:10])=[CH:4][C:3]=1[C:11]1[CH:12]=[N:13][N:14]([CH3:16])[CH:15]=1.[C:17]([O:21][C:22]([CH3:25])([CH3:24])[CH3:23])(=[O:20])[CH:18]=[CH2:19]>>[F:1][C:2]1[CH:7]=[CH:6][C:5]([CH2:8][CH2:9][O:10][CH2:19][CH2:18][C:17]([O:21][C:22]([CH3:25])([CH3:24])[CH3:23])=[O:20])=[CH:4][C:3]=1[C:11]1[CH:12]=[N:13][N:14]([CH3:16])[CH:15]=1. Procedure details: Triton-B (0.4 ml, 0.88 mmol) was added to a stirred mixture of 2-(4-fluoro-3-(1-methyl-1H-pyrazol-4-yl)phenyl)ethanol [Example 13, Step iii)] (1.7 g) and tert-butyl acrylate (8 mL). The mixture was stirred at room temperature over 1 h. The crude product was purified by flash silica chromatography, elution gradient 0 to 100% ethyl acetate in isohexane to afford tert-butyl 3-(4-fluoro-3-(1-methyl-1H-pyrazol-4-yl)phenethoxy)propanoate (2.65 g) as a colorless liquid. MS [M+H-C4H8]+=293 (MultiMode+) ...